Dataset: the Open Reaction Database (ORD), a public repository of structured organic reaction records. Task: describe an organic reaction: reactants, conditions, products, and yield Starting materials: O=C(Cl)c1ccc(Br)cc1, CCC(NCCN(C)C)c1nc2ccsc2c(=O)n1Cc1ccccc1, ClCCl. Product: CCC(c1nc2ccsc2c(=O)n1Cc1ccccc1)N(CCN(C)C)C(=O)c1ccc(Br)cc1. Reaction SMILES: [Br:27][c:28]1[cH:29][cH:30][c:31]([C:32](=[O:33])[Cl:34])[cH:35][cH:36]1.[CH2:1]([c:2]1[cH:3][cH:4][cH:5][cH:6][cH:7]1)[n:8]1[c:9]([CH:18]([CH2:19][CH3:20])[NH:21][CH2:22][CH2:23][N:24]([CH3:25])[CH3:26])[n:10][c:11]2[c:12]([c:13]1=[O:14])[s:15][cH:16][cH:17]2.[Cl:37][CH2:38][Cl:39]>>[CH2:1]([c:2]1[cH:3][cH:4][cH:5][cH:6][cH:7]1)[n:8]1[c:9]([CH:18]([CH2:19][CH3:20])[N:21]([CH2:22][CH2:23][N:24]([CH3:25])[CH3:26])[C:32]([c:31]2[cH:30][cH:29][c:28]([Br:27])[cH:36][cH:35]2)=[O:33])[n:10][c:11]2[c:12]([c:13]1=[O:14])[s:15][cH:16][cH:17]2. The reactants are CC=1N(C(=CC1)C)C1=CC=C(C=C1)/C=C/C(=O)N(C)OC(C)=O ((E)-3-[4-(2,5-dimethyl-1-H-pyrrol-1-yl)phenyl]-N-acetoxy-N-methyl-2-propenamide), [OH-].[Li+] (lithium hydroxide). The solvent is CC(C)O (2-propanol). Product: CC=1N(C(=CC1)C)C1=CC=C(C=C1)/C=C/C(=O)N(C)O ((E)-3-[4-(2,5-dimethyl-1-H-pyrrol-1-yl)-phenyl]-N-hydroxy-N-methyl-2-propenamide). RXN SMILES: [CH3:1][C:2]1[N:3]([C:8]2[CH:13]=[CH:12][C:11](/[CH:14]=[CH:15]/[C:16]([N:18]([O:20]C(=O)C)[CH3:19])=[O:17])=[CH:10][CH:9]=2)[C:4]([CH3:7])=[CH:5][CH:6]=1.[OH-].[Li+]>CC(O)C>[CH3:1][C:2]1[N:3]([C:8]2[CH:13]=[CH:12][C:11](/[CH:14]=[CH:15]/[C:16]([N:18]([OH:20])[CH3:19])=[O:17])=[CH:10][CH:9]=2)[C:4]([CH3:7])=[CH:5][CH:6]=1 |f:1.2|. Reported procedure: To a solution of 3.12 g (E)-3-[4-(2,5-dimethyl-1-H-pyrrol-1-yl)phenyl]-N-acetoxy-N-methyl-2-propenamide in 2-propanol (50 ml) cooled to 0°, 1N aqueous lithium hydroxide (13 ml) is added with stirring. The mixture is stirred at room temperature for 30 minutes, then partitioned between ethyl acetate and 2N HCl. The organic phase is washed with brine, dried over magnesium sulphate and concentrated to dryness. Recrystallization from ethyl acetate yields (E)-3-[4-(2,5-dimethyl-1-H-pyrrol-1-yl)-phenyl... Starting materials: ( a ), ( b ), C1(C=CC=C2C3=CC=CC=C3C=C12)=O (fluorenone), CC1=C(C=CC=C1)O (2-methyl phenol). Reagents/catalysts: O.OP(=O)(O)O.O=[W](=O)=O.O=[W](=O)=O.O=[W](=O)=O.O=[W](=O)=O.O=[W](=O)=O.O=[W](=O)=O.O=[W](=O)=O.O=[W](=O)=O.O=[W](=O)=O.O=[W](=O)=O.O=[W](=O)=O.O=[W](=O)=O (tungstophosphoric acid). Run at temperature 80 celsius. The product is OC1=C(C=C(C=C1)C1(C2=CC=CC=C2C=2C=CC=CC12)C1=CC(=C(C=C1)O)C)C (9,9-bis(4-hydroxy-3-methylphenyl)fluorene). Isolated yield 83.4%. Reaction SMILES: [C:1]1(=O)[C:13]2[C:5]([C:6]3[C:11]([CH:12]=2)=[CH:10][CH:9]=[CH:8][CH:7]=3)=[CH:4][CH:3]=[CH:2]1.[CH3:15][C:16]1[CH:21]=[CH:20][CH:19]=[CH:18][C:17]=1[OH:22]>O.OP(O)(O)=O.O=[W](=O)=O.O=[W](=O)=O.O=[W](=O)=O.O=[W](=O)=O.O=[W](=O)=O.O=[W](=O)=O.O=[W](=O)=O.O=[W](=O)=O.O=[W](=O)=O.O=[W](=O)=O.O=[W](=O)=O.O=[W](=O)=O>[OH:22][C:17]1[CH:18]=[CH:19][C:20]([C:13]2([C:1]3[CH:2]=[CH:3][C:17]([OH:22])=[C:16]([CH3:21])[CH:15]=3)[C:5]3[CH:4]=[CH:9][CH:8]=[CH:7][C:6]=3[C:11]3[C:12]2=[CH:18][CH:19]=[CH:20][CH:10]=3)=[CH:21][C:16]=1[CH3:15] |f:2.3.4.5.6.7.8.9.10.11.12.13.14.15|. Reported procedure: A reaction was carried out by (a) feeding 23 g of fluorenone, 0.57 g of tungstophosphoric acid, and 161 g of 2-methyl phenol into a 500 ml glass reactor vessel equipped with a stirrer, a condenser and a thermometer, and (b) stirring a mixture under a reduced pressure of 1.3×103 Pa at 70° C. for 4 hours while removing generated water out of the system. The amount of remaining fluorenone was determined by HPLC, and found to be 0.1% or less. To an obtained reaction mixture liquid, 0.6 g of 29% sodi...